This data is from the Open Reaction Database (ORD), a public repository of structured organic reaction records. The task is: describe an organic reaction: reactants, conditions, products, and yield The reactants are crude product, ClC1=C(C(=O)N[C@@H]2CC[C@H](CC2)C=O)C=C(C=C1)C(F)(F)F (trans-2-chloro-N-(4-formyl-cyclohexyl)-5-trifluoromethyl-benzamide), NC=1C=NC=C(C1)C (3-amino-5-methylpyridine), C(C)(=O)O[BH-](OC(C)=O)OC(C)=O.[Na+] (sodium triacetoxyborohydride). The solvent is C(Cl)Cl (DCM), C(Cl)Cl (DCM). Conditions: time 4 hour. Yields the product CCOC(=O)C.CCCC(C)C (EtOAc isohexane). Yield: 20.0%. Reaction SMILES: Cl[C:2]1[CH:18]=[CH:17]C(C(F)(F)F)=[CH:15][C:3]=1[C:4](N[C@H]1CC[C@H:10]([CH:13]=[O:14])CC1)=O.NC1C=NC=C(C)C=1.[C:31](O[BH-](OC(=O)C)OC(=O)C)(=[O:33])[CH3:32].[Na+]>C(Cl)Cl>[CH3:32][CH2:31][O:33][C:13]([CH3:10])=[O:14].[CH3:17][CH2:18][CH2:2][CH:3]([CH3:15])[CH3:4] |f:2.3,5.6|. Procedure: To a 50 mL round-bottomed flask containing trans-2-chloro-N-(4-formyl-cyclohexyl)-5-trifluoromethyl-benzamide (Ex. 1 step 3) (100 mg, 0.3 mmol) and 3-amino-5-methylpyridine (36 mg, 0.3 mmol) in dry DCM (5 mL) is added sodium triacetoxyborohydride (106 mg, 0.45 mmol) in one portion. The suspension is stirred at RT for 4 hours. The mixture is partitioned between DCM and saturated sodium bicarbonate, passed through a phase separator to recover the DCM layer and evaporated to give a colourless solid... Reactants: FC1=CC=C(C=C1)N1N=C(C2=CC=CC=C12)N1CCNCC1 (1-(4-fluorophenyl)-3-(1-piperazinyl)-1H-indazole), C([O-])(O)=O.[Na+] (sodium bicarbonate), ClCC1CC1 (chloromethylcyclopropane), CN(C=O)C (dimethylformamide), ClCC1CC1 (chloromethylcyclopropane). Run in O (water). The product is C1(CC1)CN1CCN(CC1)C1=NN(C2=CC=CC=C12)C1=CC=C(C=C1)F (3-[4-(cyclopropyl)methyl-1-piperazinyl]-1-(4-fluorophenyl)-1H-indazole). Reaction SMILES: [F:1][C:2]1[CH:7]=[CH:6][C:5]([N:8]2[C:16]3[C:11](=[CH:12][CH:13]=[CH:14][CH:15]=3)[C:10]([N:17]3[CH2:22][CH2:21][NH:20][CH2:19][CH2:18]3)=[N:9]2)=[CH:4][CH:3]=1.C(=O)(O)[O-].[Na+].Cl[CH2:29][CH:30]1[CH2:32][CH2:31]1.CN(C)C=O>O>[CH:30]1([CH2:29][N:20]2[CH2:19][CH2:18][N:17]([C:10]3[C:11]4[C:16](=[CH:15][CH:14]=[CH:13][CH:12]=4)[N:8]([C:5]4[CH:4]=[CH:3][C:2]([F:1])=[CH:7][CH:6]=4)[N:9]=3)[CH2:22][CH2:21]2)[CH2:32][CH2:31]1 |f:1.2|. Procedure: A stirred mixture of 5.0 g of 1-(4-fluorophenyl)-3-(1-piperazinyl)-1H-indazole, 1.6 g of sodium bicarbonate, 1.7 g of chloromethylcyclopropane and 60 ml of dimethylformamide was heated at 85°-90° for 16 hours. Additional chloromethylcyclopropane (0.43 g) was added and the reaction mixture heated at 85°-90° for 8 hrs. The reaction mixture was then poured into water and the aqueous mixture extracted with ethyl acetate. The extract was washed with water, dried over anhydrous magnesium sulfate and c... Reactants: CCOC(=O)C=CNc1ccccc1, Cc1ccc(C(=O)Cl)nc1C, CCCCCC, CCOC(C)=O, Cl, [H-], [Na+], C1CCOC1. Product: CCOC(=O)C(=CNc1ccccc1)C(=O)c1ccc(C)c(C)n1. Reaction SMILES: [CH2:13]([CH3:14])[O:15][C:16]([CH:17]=[CH:18][NH:19][c:20]1[cH:21][cH:22][cH:23][cH:24][cH:25]1)=[O:26].[CH3:2][c:3]1[cH:4][cH:5][c:6]([C:10](=[O:11])[Cl:12])[n:7][c:8]1[CH3:9].[CH3:34][CH2:35][CH2:36][CH2:37][CH2:38][CH3:39].[CH3:40][CH2:41][O:42][C:43](=[O:44])[CH3:45].[ClH:1].[H-:27].[Na+:28].[O:29]1[CH2:30][CH2:31][CH2:32][CH2:33]1>>[CH3:2][c:3]1[cH:4][cH:5][c:6]([C:10](=[O:11])[C:17]([C:16]([O:15][CH2:13][CH3:14])=[O:26])=[CH:18][NH:19][c:20]2[cH:21][cH:22][cH:23][cH:24][cH:25]2)[n:7][c:8]1[CH3:9].